From a dataset of the Open Reaction Database (ORD), a public repository of structured organic reaction records. describe an organic reaction: reactants, conditions, products, and yield Starting materials: BrC1=CC=C(C=C1)C(CC(C(=O)OCC)(C(=O)OCC)CCC1=CC=CC=C1)=O (diethyl 2-[2-(4-bromophenyl)-2-oxoethyl]-2-(2-phenylethyl)malonate), [OH-].[Na+] (sodium hydroxide). Solvent: CC(=O)C (acetone), C(C)O (ethanol). Run at temperature 50 celsius. The product is BrC1=CC=C(C=C1)C(CC(C(=O)OCC)CCC1=CC=CC=C1)=O (ethyl 4-(4-bromophenyl)-4-oxo-2-(2-phenylethyl)butanoate). The yield is 64.9%. As a reaction SMILES: [Br:1][C:2]1[CH:7]=[CH:6][C:5]([C:8](=[O:29])[CH2:9][C:10]([CH2:21][CH2:22][C:23]2[CH:28]=[CH:27][CH:26]=[CH:25][CH:24]=2)(C(OCC)=O)[C:11]([O:13][CH2:14][CH3:15])=[O:12])=[CH:4][CH:3]=1.[OH-].[Na+]>CC(C)=O.C(O)C>[Br:1][C:2]1[CH:3]=[CH:4][C:5]([C:8](=[O:29])[CH2:9][CH:10]([CH2:21][CH2:22][C:23]2[CH:24]=[CH:25][CH:26]=[CH:27][CH:28]=2)[C:11]([O:13][CH2:14][CH3:15])=[O:12])=[CH:6][CH:7]=1 |f:1.2|. Procedure details: To a solution of diethyl 2-[2-(4-bromophenyl)-2-oxoethyl]-2-(2-phenylethyl)malonate (7.89 g, 17.1 mmol) in acetone (18.5 mL) and ethanol (17.0 mL) was added 1 N aqueous sodium hydroxide solution (17.1 mL), and the resulting solution was heated at 50° C. for 3 h. Solvent was then removed under reduced pressure via rotary evaporation and the resulting residue was further concentrated under high vacuum for 1 h. The residue was redissolved in dimethoxyethane (18.5 mL) and the solution was heated at ... Starting materials: CC(C)(C)c1ccc(-c2scc(C=O)c2O)cc1, CN(C)C=O, Cl, NNC(=S)Nc1ccc(C(=O)O)cc1. Yields the product CC(C)(C)c1ccc(-c2scc(C=NNC(=S)Nc3ccc(C(=O)O)cc3)c2O)cc1. Reaction SMILES: [C:1]([CH3:2])([CH3:3])([CH3:4])[c:5]1[cH:6][cH:7][c:8](-[c:11]2[s:12][cH:13][c:14]([CH:17]=[O:18])[c:15]2[OH:16])[cH:9][cH:10]1.[CH3:34][N:35]([CH3:36])[CH:37]=[O:38].[ClH:33].[NH:19]([NH2:20])[C:21](=[S:22])[NH:23][c:24]1[cH:25][cH:26][c:27]([C:28](=[O:29])[OH:30])[cH:31][cH:32]1>>[C:1]([CH3:2])([CH3:3])([CH3:4])[c:5]1[cH:6][cH:7][c:8](-[c:11]2[s:12][cH:13][c:14]([CH:17]=[N:20][NH:19][C:21](=[S:22])[NH:23][c:24]3[cH:25][cH:26][c:27]([C:28](=[O:29])[OH:30])[cH:31][cH:32]3)[c:15]2[OH:16])[cH:9][cH:10]1. Reactants: CCOCC, O=C(CCl)N1CCC(Cc2ccc(F)cc2)CC1, N#Cc1cccc(N)c1. The product is N#Cc1cccc(NCC(=O)N2CCC(Cc3ccc(F)cc3)CC2)c1. RXN SMILES: [CH2:28]([O:29][CH2:30][CH3:31])[CH3:32].[Cl:10][CH2:11][C:12](=[O:13])[N:14]1[CH2:15][CH2:16][CH:17]([CH2:20][c:21]2[cH:22][cH:23][c:24]([F:27])[cH:25][cH:26]2)[CH2:18][CH2:19]1.[NH2:1][c:2]1[cH:3][c:4]([C:5]#[N:6])[cH:7][cH:8][cH:9]1>>[NH:1]([c:2]1[cH:3][c:4]([C:5]#[N:6])[cH:7][cH:8][cH:9]1)[CH2:11][C:12](=[O:13])[N:14]1[CH2:15][CH2:16][CH:17]([CH2:20][c:21]2[cH:22][cH:23][c:24]([F:27])[cH:25][cH:26]2)[CH2:18][CH2:19]1. The reactants are CC(C)(C)OC(=O)N1CCC(NC(=O)c2ccc3c(c2)OCCO3)CC1C(=O)O, Cc1ccc(N)c(N)c1, CCN(C(C)C)C(C)C, CN(C)C=O, O. Yields the product Cc1ccc(NC(=O)C2CC(NC(=O)c3ccc4c(c3)OCCO4)CCN2C(=O)OC(C)(C)C)c(N)c1. As a reaction SMILES: [C:10]([CH3:11])([CH3:12])([CH3:13])[O:14][C:15](=[O:16])[N:17]1[CH:18]([C:36](=[O:37])[OH:38])[CH2:19][CH:20]([NH:23][C:24](=[O:25])[c:26]2[cH:27][c:28]3[c:29]([cH:34][cH:35]2)[O:30][CH2:31][CH2:32][O:33]3)[CH2:21][CH2:22]1.[CH3:1][c:2]1[cH:3][c:4]([NH2:9])[c:5]([NH2:8])[cH:6][cH:7]1.[CH:39]([N:40]([CH2:41][CH3:42])[CH:43]([CH3:44])[CH3:45])([CH3:46])[CH3:47].[O:49]=[CH:50][N:51]([CH3:52])[CH3:53].[OH2:48]>>[CH3:1][c:2]1[cH:3][c:4]([NH2:9])[c:5]([NH:8][C:36]([CH:18]2[N:17]([C:15]([O:14][C:10]([CH3:11])([CH3:12])[CH3:13])=[O:16])[CH2:22][CH2:21][CH:20]([NH:23][C:24](=[O:25])[c:26]3[cH:27][c:28]4[c:29]([cH:34][cH:35]3)[O:30][CH2:31][CH2:32][O:33]4)[CH2:19]2)=[O:37])[cH:6][cH:7]1.